From a dataset of the Open Reaction Database (ORD), a public repository of structured organic reaction records. describe an organic reaction: reactants, conditions, products, and yield Reactants: CCCCC[C@@H](/C=C/C=C\CCCCCCCC(=O)O)OO (13-HPODE), lipid hydroperoxide. The solvent is B([O-])([O-])O.B(O)(O)O.B(O)(O)O.B(O)(O)O.[Na+].[Na+] (di-sodium tetraborate). The product is C(CCCCCCC\C=C/C\C=C/CCCCC)(=O)O (linoleic acid). Reaction SMILES: [CH3:1][CH2:2][CH2:3][CH2:4][CH2:5][C@H:6](OO)/[CH:7]=[CH:8]/[CH:9]=[CH:10]\[CH2:11][CH2:12][CH2:13][CH2:14][CH2:15][CH2:16][CH2:17][C:18]([OH:20])=[O:19]>B(O)([O-])[O-].B(O)(O)O.B(O)(O)O.B(O)(O)O.[Na+].[Na+]>[C:18]([OH:20])(=[O:19])[CH2:17][CH2:16][CH2:15][CH2:14][CH2:13][CH2:12][CH2:11]/[CH:10]=[CH:9]\[CH2:8]/[CH:7]=[CH:6]\[CH2:5][CH2:4][CH2:3][CH2:2][CH3:1] |f:1.2.3.4.5.6|. Procedure details: 13-HPODE, which is a lipid hydroperoxide was produced by the peroxidation of linoleic acid by soybean lipoxygenase-1, in 100 mM di-sodium tetraborate buffer at pH 9.4. After purification by HPLC, the absorption spectrum of 13-HPODE (80 μM) was obtained (FIG. 31). This shows a peak at 234 nm where the conjugated diene absorbs. The reactants are CCN(C(C)C)C(C)C (DIEA), NC=1C=C(C(=NC1)N1CCN(CC1)C(=O)C1=C(C=CC=C1F)F)C ([4-(5-amino-3-methyl-pyridin-2-yl)-piperazin-1-yl]-(2,6-difluoro-phenyl)-methanone), ClC(COC(NC=1N(N=C(C1)C(CF)(C)C)C1=CC=C(C=C1)C)=O)(Cl)Cl ([5-(2-fluoro-1,1-dimethyl-ethyl)-2-p-tolyl-2H-pyrazol-3-yl]-carbamic acid 2,2,2-trichloro-ethyl ester). Run in C(C)#N (acetonitrile). Conditions: temperature 80 celsius, time 4 day. Yields the product FC1=C(C(=O)N2CCN(CC2)C2=C(C=C(C=N2)NC(=O)NC=2N(N=C(C2)C(CF)(C)C)C2=CC=C(C=C2)C)C)C(=CC=C1)F (1-{6-[4-(2,6-difluoro-benzoyl)-piperazin-1-yl]-5-methyl-pyridin-3-yl}-3-[5-(2-fluoro-1,1-dimethyl-ethyl)-2-p-tolyl-2H-pyrazol-3-yl]-urea). The yield is 48.0%. RXN SMILES: CCN(C(C)C)C(C)C.[NH2:10][C:11]1[CH:12]=[C:13]([CH3:33])[C:14]([N:17]2[CH2:22][CH2:21][N:20]([C:23]([C:25]3[C:30]([F:31])=[CH:29][CH:28]=[CH:27][C:26]=3[F:32])=[O:24])[CH2:19][CH2:18]2)=[N:15][CH:16]=1.ClC(Cl)(Cl)C[O:37][C:38](=O)[NH:39][C:40]1[N:41]([C:50]2[CH:55]=[CH:54][C:53]([CH3:56])=[CH:52][CH:51]=2)[N:42]=[C:43]([C:45]([CH3:49])([CH3:48])[CH2:46][F:47])[CH:44]=1>C(#N)C>[F:32][C:26]1[CH:27]=[CH:28][CH:29]=[C:30]([F:31])[C:25]=1[C:23]([N:20]1[CH2:19][CH2:18][N:17]([C:14]2[N:15]=[CH:16][C:11]([NH:10][C:38]([NH:39][C:40]3[N:41]([C:50]4[CH:55]=[CH:54][C:53]([CH3:56])=[CH:52][CH:51]=4)[N:42]=[C:43]([C:45]([CH3:49])([CH3:48])[CH2:46][F:47])[CH:44]=3)=[O:37])=[CH:12][C:13]=2[CH3:33])[CH2:22][CH2:21]1)=[O:24]. Procedure: Add DIEA (2 equiv.) to a solution of [4-(5-amino-3-methyl-pyridin-2-yl)-piperazin-1-yl]-(2,6-difluoro-phenyl)-methanone (400 mg, 1.205 mmol) and [5-(2-fluoro-1,1-dimethyl-ethyl)-2-p-tolyl-2H-pyrazol-3-yl]-carbamic acid 2,2,2-trichloro-ethyl ester (1 equiv) in acetonitrile (12 mL). Stir the mixture at 80° C. in a sealed tube. After 4 days, remove solvent. Dilute crude with DCM, extract with water, and dry over Na2SO4. Filter and remove solvent under reduced pressure. Subject solid to silica gel c... Reactants: N(C1=CC=CC=C1)C1=NC(=NC(=C1CC(=O)OC)Cl)C (4-anilino-6-chloro-2-methylpyrimidine-5-acetic acid, methyl ester), C(C1=CC=CC=C1)CN (benzylmethylamine). Run at temperature 160 celsius. The product is C(C1=CC=CC=C1)CNC=1C2=C(N=C(N1)C)N(C(C2)=O)C2=CC=CC=C2 (4-(N-benzylmethylamino)-2-methyl-6-oxo-7-phenyl-5,6-dihydro-7H-pyrrolo[2,3-d]pyrimidine). The yield is 44.6%. RXN SMILES: [NH:1]([C:8]1[C:13]([CH2:14][C:15]([O:17]C)=O)=[C:12](Cl)[N:11]=[C:10]([CH3:20])[N:9]=1)[C:2]1[CH:7]=[CH:6][CH:5]=[CH:4][CH:3]=1.[CH2:21]([CH2:28][NH2:29])[C:22]1[CH:27]=[CH:26][CH:25]=[CH:24][CH:23]=1>>[CH2:21]([CH2:28][NH:29][C:12]1[C:13]2[CH2:14][C:15](=[O:17])[N:1]([C:2]3[CH:3]=[CH:4][CH:5]=[CH:6][CH:7]=3)[C:8]=2[N:9]=[C:10]([CH3:20])[N:11]=1)[C:22]1[CH:27]=[CH:26][CH:25]=[CH:24][CH:23]=1. Reported procedure: A mixture of 4-anilino-6-chloro-2-methylpyrimidine-5-acetic acid, methyl ester (5.0g, 17.2mM) and benzylmethylamine (2.22ml, 17.2mM) was heated at 160° C. for 3.5 hours. The mixture was cooled and then partitioned between methylene chloride (50ml) and 2M hydrochloric acid (50ml). The organic layer was separated, washed with a solution of sodium hydroxide (2M, 50ml), water, dried and the solvent evaporated. The residue was purified by flash column chromatography on silica (Merck 9385), eluting wi... The reactants are COc1ccc2c(c1)OCC=N2, CC(C)=O, O=C(Cl)CCl, COc1ccc(N)c(O)c1. The product is COc1ccc(NC(=O)CCl)c(O)c1. As a reaction SMILES: [CH3:1][O:2][c:3]1[cH:4][cH:5][c:6]2[c:11]([cH:12]1)[O:10][CH2:9][CH:8]=[N:7]2.[CH3:28][C:29](=[O:30])[CH3:31].[Cl:23][CH2:24][C:25](=[O:26])[Cl:27].[NH2:13][c:14]1[c:15]([OH:22])[cH:16][c:17]([O:20][CH3:21])[cH:18][cH:19]1>>[NH:13]([c:14]1[c:15]([OH:22])[cH:16][c:17]([O:20][CH3:21])[cH:18][cH:19]1)[C:25]([CH2:24][Cl:23])=[O:26]. The product is CCOC(=O)CC(c1ccc(C)cc1)n1ccc2cc(OCCc3ccc4c(n3)NCCC4)ccc21. Reactants: CCOC(=O)CC(c1ccc(C)cc1)n1ccc2cc(OCCc3ccc4c(n3)N(C(=O)OC(C)(C)C)CCC4)ccc21, [CH2]C. Reaction SMILES: [C:1]([O:2][C:3](=[O:4])[N:8]1[CH2:9][CH2:10][CH2:11][c:12]2[cH:13][cH:14][c:15]([CH2:18][CH2:19][O:20][c:21]3[cH:22][c:23]4[cH:24][cH:25][n:26]([CH:30]([CH2:31][C:32](=[O:33])[O:34][CH2:35][CH3:36])[c:37]5[cH:38][cH:39][c:40]([CH3:43])[cH:41][cH:42]5)[c:27]4[cH:28][cH:29]3)[n:16][c:17]21)([CH3:5])([CH3:6])[CH3:7].[CH2:44][CH3:45]>>[NH:8]1[CH2:9][CH2:10][CH2:11][c:12]2[cH:13][cH:14][c:15]([CH2:18][CH2:19][O:20][c:21]3[cH:22][c:23]4[cH:24][cH:25][n:26]([CH:30]([CH2:31][C:32](=[O:33])[O:34][CH2:35][CH3:36])[c:37]5[cH:38][cH:39][c:40]([CH3:43])[cH:41][cH:42]5)[c:27]4[cH:28][cH:29]3)[n:16][c:17]21. Reactants: C(C1=CC=CC=C1)OC1=CC=C(C=C1)C=1CC(C(NN1)=O)C(=O)O (6-[4-(benzyloxy)phenyl]-3-oxo-2,3,4,5-tetrahydropyridazine-4-carboxylic acid), N1=C(C=CC=C1)C=1C=C(C(NN1)=O)C(=O)OCC (ethyl 6-pyridin-2-yl-3-oxo-2,3-dihydropyridazine-4-carboxylate), [OH-].[Na+] (sodium hydroxide). The solvent is Cl (hydrochloric acid). Product: N1=C(C=CC=C1)C=1CC(C(NN1)=O)C(=O)O (6-pyridin-2-yl-3-oxo-2,3,4,5-tetrahydropyridazine-4-carboxylic acid). Isolated yield 96.2%. Reaction SMILES: C(OC1C=CC(C2CC(C(O)=O)C(=O)NN=2)=CC=1)C1C=CC=CC=1.[N:25]1[CH:30]=[CH:29][CH:28]=[CH:27][C:26]=1[C:31]1[CH:32]=[C:33]([C:38]([O:40]CC)=[O:39])[C:34](=[O:37])[NH:35][N:36]=1.[OH-].[Na+]>Cl>[N:25]1[CH:30]=[CH:29][CH:28]=[CH:27][C:26]=1[C:31]1[CH2:32][CH:33]([C:38]([OH:40])=[O:39])[C:34](=[O:37])[NH:35][N:36]=1 |f:2.3|. Procedure: Working as in example 19 for the preparation of 6-[4-(benzyloxy)phenyl]-3-oxo-2,3,4,5-tetrahydropyridazine-4-carboxylic acid, but starting with 4 g of ethyl 6-pyridin-2-yl-3-oxo-2,3-dihydropyridazine-4-carboxylate, 49 cm3 of one molar sodium hydroxide solution and 50 cm3 of one molar hydrochloric acid solution, 3.44 g of 6-pyridin-2-yl-3-oxo-2,3,4,5-tetrahydropyridazine-4-carboxylic acid were obtained in the form of a beige-colored solid melting at a temperature above 260° C.